The task is: describe an organic reaction: reactants, conditions, products, and yield. This data is from the Open Reaction Database (ORD), a public repository of structured organic reaction records. The reactants are C(C)(=O)O.CC=1SC(=CN1)C(=N)N (2-Methylthiazol-5-formamidine acetate), ClC1=C(C=O)C=CC(=C1)F (2-chloro-4-fluorobenzaldehyde), C(CC(=O)C)(=O)OCC (ethyl acetoacetate), C(C)(=O)[O-].[Na+] (sodium acetate). Solvent: C(C)O (ethanol). Yields the product CC=1SC(=CN1)C=1NC(=C(C(N1)C1=C(C=C(C=C1)F)Cl)C(=O)OCC)C (ethyl 2-(2-methylthiazol-5-yl)-4-(2-chloro-4-fluorophenyl)-6-methyl-1,4-dihydro-pyrimidin-5-carboxylate). Yield: 30.5%. Reaction SMILES: C(O)(=O)C.[CH3:5][C:6]1[S:7][C:8]([C:11]([NH2:13])=[NH:12])=[CH:9][N:10]=1.[Cl:14][C:15]1[CH:22]=[C:21]([F:23])[CH:20]=[CH:19][C:16]=1[CH:17]=O.[C:24]([O:30][CH2:31][CH3:32])(=[O:29])[CH2:25][C:26]([CH3:28])=O.C([O-])(=O)C.[Na+]>C(O)C>[CH3:5][C:6]1[S:7][C:8]([C:11]2[NH:13][C:26]([CH3:28])=[C:25]([C:24]([O:30][CH2:31][CH3:32])=[O:29])[CH:17]([C:16]3[CH:19]=[CH:20][C:21]([F:23])=[CH:22][C:15]=3[Cl:14])[N:12]=2)=[CH:9][N:10]=1 |f:0.1,4.5|. Reported procedure: 2 mmol 2-Methylthiazol-5-formamidine acetate, 2 mmol 2-chloro-4-fluorobenzaldehyde, 2 mmol ethyl acetoacetate and 2.2 mmol sodium acetate were reacted under reflux in 10 ml anhydrous ethanol for 20 hr, concentrated, and then ethyl acetate and water were added to separate the layers. The ethyl acetate layer was dried over anhydrous sodium sulfate, and separated by a column chromatography to obtain 0.24 g of a yellowish solid with mp 107-111° C.; 1H-NMR (400 MHz, DMSO-d6) δ 1.0-1.04 (3H, m); 2.43 ...